From a dataset of the Open Reaction Database (ORD), a public repository of structured organic reaction records. describe an organic reaction: reactants, conditions, products, and yield Starting materials: O=C([O-])O, CS(=O)(=O)O, CS(=O)(=O)O, CC(C)=O, [I-], [Na+], [Na+], OCC#CCOc1ccccc1. The product is ICC#CCOc1ccccc1. RXN SMILES: [C:25](=[O:26])([OH:27])[O-:28].[CH3:18][S:19]([OH:20])(=[O:21])=[O:22].[CH3:1][S:2]([OH:3])(=[O:4])=[O:5].[CH3:30][C:31](=[O:32])[CH3:33].[I-:24].[Na+:23].[Na+:29].[O:6]([c:7]1[cH:8][cH:9][cH:10][cH:11][cH:12]1)[CH2:13][C:14]#[C:15][CH2:16][OH:17]>>[O:6]([c:7]1[cH:8][cH:9][cH:10][cH:11][cH:12]1)[CH2:13][C:14]#[C:15][CH2:16][I:24]. Reactants: O=C1NCCN(CC1)C(=O)OC(C)(C)C (tert-butyl 5-oxo-1,4-diazepane-1-carboxylate), F[B-](F)(F)F.C[O+](C)C (trimethyloxonium tetrafluoroborate), NN (hydrazine). Run in ClCCl (dichloromethane), ClCCl (dichloromethane). Run at time 16 hour. The product is C(C)(C)(C)OC(=O)N1CCN2C=NN=C2CC1 (4,5,7,8-tetrahydro-1,2,3a,6-tetraaza-azulene-6-carboxylic acid tert-butyl ester). Isolated yield 61.1%. Reaction SMILES: O=[C:2]1[CH2:8][CH2:7][N:6]([C:9]([O:11][C:12]([CH3:15])([CH3:14])[CH3:13])=[O:10])[CH2:5][CH2:4][NH:3]1.F[B-](F)(F)F.[CH3:21][O+](C)C.[NH2:25][NH2:26]>ClCCl>[C:12]([O:11][C:9]([N:6]1[CH2:7][CH2:8][C:2]2[N:3]([CH:21]=[N:25][N:26]=2)[CH2:4][CH2:5]1)=[O:10])([CH3:15])([CH3:14])[CH3:13] |f:1.2|. Procedure details: To a stirred solution of tert-butyl 5-oxo-1,4-diazepane-1-carboxylate (1000 mg, 4.67 mmol) in dichloromethane (10 mL) was added trimethyloxonium tetrafluoroborate (690 mg, 4.67 mmol) under nitrogen and the reaction mixture was stirred for 16 hours. At this point, formic hydrazine (280 mg, 4.67 mmol) in dichloromethane (8 mL) was added, and the reaction was stirred for an additional 16 hours. The reaction mixture was then concentrated under reduced pressure, resuspended in methanol (10 mL), and h... Reactants: [BH4-], O=C(c1ccc(OCc2ccccc2)cc1)c1ccc(OCc2ccccc2)cc1O, C1CCOC1, CO, [Na+]. Product: Oc1cc(OCc2ccccc2)ccc1C(O)c1ccc(OCc2ccccc2)cc1. Reaction SMILES: [BH4-:32].[CH2:1]([c:2]1[cH:3][cH:4][cH:5][cH:6][cH:7]1)[O:8][c:9]1[cH:10][c:11]([OH:31])[c:12]([C:15](=[O:16])[c:17]2[cH:18][cH:19][c:20]([O:23][CH2:24][c:25]3[cH:26][cH:27][cH:28][cH:29][cH:30]3)[cH:21][cH:22]2)[cH:13][cH:14]1.[CH2:34]1[O:35][CH2:36][CH2:37][CH2:38]1.[CH3:39][OH:40].[Na+:33]>>[CH2:1]([c:2]1[cH:3][cH:4][cH:5][cH:6][cH:7]1)[O:8][c:9]1[cH:10][c:11]([OH:31])[c:12]([CH:15]([OH:16])[c:17]2[cH:18][cH:19][c:20]([O:23][CH2:24][c:25]3[cH:26][cH:27][cH:28][cH:29][cH:30]3)[cH:21][cH:22]2)[cH:13][cH:14]1. The reactants are ClC(Cl)(Cl)Cl, CCOC(C)=O, CC(C)(C)c1cc2nc(N)sc2cc1S, Cc1ccc(S(=O)(=O)Br)cc1, c1ccncc1. Product: Cc1ccc(S(=O)(=O)Sc2cc3sc(N)nc3cc2C(C)(C)C)cc1. Reaction SMILES: [C:33]([Cl:34])([Cl:35])([Cl:36])[Cl:37].[CH3:38][CH2:39][O:40][C:41]([CH3:42])=[O:43].[NH2:1][c:2]1[s:3][c:4]2[c:5]([n:6]1)[cH:7][c:8]([C:12]([CH3:13])([CH3:14])[CH3:15])[c:9]([SH:11])[cH:10]2.[S:22](=[O:23])(=[O:24])([c:25]1[cH:26][cH:27][c:28]([CH3:29])[cH:30][cH:31]1)[Br:32].[cH:16]1[cH:17][cH:18][n:19][cH:20][cH:21]1>>[NH2:1][c:2]1[s:3][c:4]2[c:5]([n:6]1)[cH:7][c:8]([C:12]([CH3:13])([CH3:14])[CH3:15])[c:9]([S:11][S:22](=[O:23])(=[O:24])[c:25]1[cH:26][cH:27][c:28]([CH3:29])[cH:30][cH:31]1)[cH:10]2. As a reaction SMILES: [O:1]1[C:10]2[C:5](=[CH:6][CH:7]=[CH:8][C:9]=2[N:11]2[CH2:16][CH2:15][N:14]([CH2:17][CH2:18][CH2:19][CH2:20][O:21][C:22]3[CH:23]=[CH:24][C:25]4[CH:30]=[N:29][C:28](=[O:31])[NH:27][C:26]=4[N:32]=3)[CH2:13][CH2:12]2)[CH2:4][CH2:3][CH2:2]1.[BH4-].[Na+].Cl.CCOCC>C1COCC1.CO>[O:1]1[C:10]2[C:5](=[CH:6][CH:7]=[CH:8][C:9]=2[N:11]2[CH2:12][CH2:13][N:14]([CH2:17][CH2:18][CH2:19][CH2:20][O:21][C:22]3[CH:23]=[CH:24][C:25]4[CH2:30][NH:29][C:28](=[O:31])[NH:27][C:26]=4[N:32]=3)[CH2:15][CH2:16]2)[CH2:4][CH2:3][CH2:2]1 |f:1.2|. Yield: 45.7%. Run at time 8 hour. Run in C1CCOC1 (THF), CO (MeOH), C1CCOC1 (THF). Product: O1CCCC2=CC=CC(=C12)N1CCN(CC1)CCCCOC=1C=CC2=C(NC(NC2)=O)N1 (7-[4-(4-Chroman-8-yl-piperazin-1-yl)-butoxy]-3,4-dihydro-1H-pyrido[2,3-d]pyrimidin-2-one). Procedure: To a solution of 7-[4-(4-chroman-8-yl-piperazin-1-yl)-butoxy]-1H-pyrido[2,3-d]pyrimidin-2-one (320 mg) in THF (6 mL) and MeOH (2 mL) was added NaBH4 (54 mg) in portions. After the addition was over, the mixture was kept stirring overnight. The reaction was quenched with H2O. The mixture was extracted with CH2Cl2 (3×50 mL). The combined organic phases were dried over Na2SO4 and concentrated. The residue was purified by chromatography on silica gel to give a semi-solid which was converted to its H... The reactants are O1CCCC2=CC=CC(=C12)N1CCN(CC1)CCCCOC=1C=CC2=C(NC(N=C2)=O)N1 (7-[4-(4-chroman-8-yl-piperazin-1-yl)-butoxy]-1H-pyrido[2,3-d]pyrimidin-2-one), [BH4-].[Na+] (NaBH4), Cl (HCl), CCOCC (Et2O), Cl (HCl). The reactants are OCC=1C=C(C=CC1)O (3-hydroxymethyl-phenol), P(Br)(Br)Br (phosphorous tribromide). Solvent: ClCCl (dichloromethane), ClCCl (dichloromethane). Run at time 1 hour. Yields the product BrCC=1C=C(C=CC1)O (3-(Bromomethyl)phenol). Yield: 86.3%. RXN SMILES: O[CH2:2][C:3]1[CH:4]=[C:5]([OH:9])[CH:6]=[CH:7][CH:8]=1.P(Br)(Br)[Br:11]>ClCCl>[Br:11][CH2:2][C:3]1[CH:4]=[C:5]([OH:9])[CH:6]=[CH:7][CH:8]=1. Reported procedure: To a 50 mL RB flask fitted with magnetic stirrer was charged 15 mL of dichloromethane. To the stirred solvent was added 3-hydroxymethyl-phenol (0.5 g, 4.03 mmol). The RM was brought to 0° C. and phosphorous tribromide (1.6 g, 0.56 mL, 6.04 mmol) was added drop wise. After addition, the RM was stirred at RT for 1 h. After 1 h, the RM was diluted with dichloromethane (25 mL) and the organic layer was washed with water (20 mL). The organic layer was dried over anhydrous Na2SO4 and the solvent was r...